The task is: describe an organic reaction: reactants, conditions, products, and yield. This data is from the Open Reaction Database (ORD), a public repository of structured organic reaction records. The reactants are CC(=O)[O-], CC(=O)[O-], CC#N, C1CCC(P(C2CCCCC2)C2CCCCC2)CC1, [Cs+], [F-], OB(O)c1ccc(F)c(F)c1, COc1ccc2c(Oc3ccc(OCCN4CCCCCC4)cc3)c(OS(=O)(=O)C(F)(F)F)ccc2c1, [Pd+2]. Product: COc1ccc2c(Oc3ccc(OCCN4CCCCCC4)cc3)c(-c3ccc(F)c(F)c3)ccc2c1. As a reaction SMILES: [C:70]([O-:71])(=[O:72])[CH3:73].[C:75]([O-:76])(=[O:77])[CH3:78].[CH3:79][C:80]#[N:81].[CH:1]1([P:2]([CH:3]2[CH2:4][CH2:5][CH2:6][CH2:7][CH2:8]2)[CH:9]2[CH2:10][CH2:11][CH2:12][CH2:13][CH2:14]2)[CH2:15][CH2:16][CH2:17][CH2:18][CH2:19]1.[Cs+:58].[F-:57].[F:59][c:60]1[cH:61][c:62]([B:67]([OH:68])[OH:69])[cH:63][cH:64][c:65]1[F:66].[N:20]1([CH2:27][CH2:28][O:29][c:30]2[cH:31][cH:32][c:33]([O:34][c:35]3[c:36]([O:47][S:48]([C:49]([F:50])([F:51])[F:52])(=[O:53])=[O:54])[cH:37][cH:38][c:39]4[cH:40][c:41]([O:45][CH3:46])[cH:42][cH:43][c:44]34)[cH:55][cH:56]2)[CH2:21][CH2:22][CH2:23][CH2:24][CH2:25][CH2:26]1.[Pd+2:74]>>[N:20]1([CH2:27][CH2:28][O:29][c:30]2[cH:31][cH:32][c:33]([O:34][c:35]3[c:36](-[c:62]4[cH:61][c:60]([F:59])[c:65]([F:66])[cH:64][cH:63]4)[cH:37][cH:38][c:39]4[cH:40][c:41]([O:45][CH3:46])[cH:42][cH:43][c:44]34)[cH:55][cH:56]2)[CH2:21][CH2:22][CH2:23][CH2:24][CH2:25][CH2:26]1. Reactants: C(C)(C)(C)OC(=O)N[C@H](C([C@](COS(=O)(=O)C1=C(C=C(OCC(=O)OCC2=CC=CC=C2)C=C1C)C)(C)O)=O)CC(C)C (benzyl 2-(4-((((2R,4S)-4-((tert-butoxycarbonyl)amino)-2-hydroxy-2,6-dimethyl-3-oxoheptyl)oxy)sulfonyl)-3,5-dimethylphenoxy)acetate), C(=O)(C(F)(F)F)O (TFA). The solvent is C(Cl)Cl (DCM). Reaction conditions: time 3 hour. The product is N[C@H](C([C@](COS(=O)(=O)C1=C(C=C(OCC(=O)OCC2=CC=CC=C2)C=C1C)C)(C)O)=O)CC(C)C (Benzyl 2-(4-((((2R,4S)-4-amino-2-hydroxy-2,6-dimethyl-3-oxoheptyl)oxy)sulfonyl)-3,5-dimethylphenoxy)acetate). RXN SMILES: C(OC([NH:8][C@@H:9]([CH2:40][CH:41]([CH3:43])[CH3:42])[C:10](=[O:39])[C@@:11]([OH:38])([CH3:37])[CH2:12][O:13][S:14]([C:17]1[C:34]([CH3:35])=[CH:33][C:20]([O:21][CH2:22][C:23]([O:25][CH2:26][C:27]2[CH:32]=[CH:31][CH:30]=[CH:29][CH:28]=2)=[O:24])=[CH:19][C:18]=1[CH3:36])(=[O:16])=[O:15])=O)(C)(C)C.C(O)(C(F)(F)F)=O>C(Cl)Cl>[NH2:8][C@@H:9]([CH2:40][CH:41]([CH3:43])[CH3:42])[C:10](=[O:39])[C@@:11]([OH:38])([CH3:37])[CH2:12][O:13][S:14]([C:17]1[C:34]([CH3:35])=[CH:33][C:20]([O:21][CH2:22][C:23]([O:25][CH2:26][C:27]2[CH:28]=[CH:29][CH:30]=[CH:31][CH:32]=2)=[O:24])=[CH:19][C:18]=1[CH3:36])(=[O:15])=[O:16]. Procedure: Referring to FIG. 37, to a solution of benzyl 2-(4-((((2R,4S)-4-((tert-butoxycarbonyl)amino)-2-hydroxy-2,6-dimethyl-3-oxoheptyl)oxy)sulfonyl)-3,5-dimethylphenoxy)acetate (540 mg, 0.87 mmol) in DCM (15 mL) was added TFA (5 mL). The reaction mixture was stirred at room temperature for 3 h. Removal of the solvent under reduced pressure gave product, which was used directly in the next step without further purification. LC-MS analysis confirmed the structure. Reactants: CC1=NC=2N(C(=C1)C)N=C(N2)CO ((5,7-dimethyl[1,2,4]triazolo[1,5-a]pyrimidin-2-yl)methanol), alcohol, C(C)(=O)O.C(C)(=O)O.IC1=CC=CC=C1 (iodobenzene diacetate), C(C)(=O)O.C(C)(=O)O.IC1=CC=CC=C1 (iodobenzene diacetate). Solvent: C(Cl)Cl (CH2Cl2). Product: CC1=NC=2N(C(=C1)C)N=C(N2)C=O (5,7-dimethyl[1,2,4]triazolo[1,5-a]pyrimidine-2-carbaldehyde). RXN SMILES: [CH3:1][C:2]1[CH:7]=[C:6]([CH3:8])[N:5]2[N:9]=[C:10]([CH2:12][OH:13])[N:11]=[C:4]2[N:3]=1.C(O)(=O)C.C(O)(=O)C.IC1C=CC=CC=1>C(Cl)Cl>[CH3:1][C:2]1[CH:7]=[C:6]([CH3:8])[N:5]2[N:9]=[C:10]([CH:12]=[O:13])[N:11]=[C:4]2[N:3]=1 |f:1.2.3|. Reported procedure: To a 10 L reactor was sequentially charged CH2Cl2 (5.1 L), (5,7-dimethyl[1,2,4]triazolo[1,5-a]pyrimidin-2-yl)methanol (680 g, 3.816 mol), and iodobenzene diacetate (1352 g, 4.197 mol). As the iodobenzene diacetate dissolves, there is a significant endotherm (typically down to 15–16° C.). The jacket was set to 23° C. The mixture was warmed to ambient temperature and Tempo (2,2,6,6-tetramethyl-1-piperidinyloxy, free radical, 43.75 g, 0.28 mol) added in a single charge. The reaction was stirred unt... The reactants are C(C)(C)(C)OC(=O)N1CCC(CC1)CCO (2-(N-tert-butyloxycarbonyl-4-piperidyl)ethanol), CS(=O)(=O)C1=CC=C(C=C1)O (p-methylsulphonylphenol). Product: CS(=O)(=O)C1=CC=C(OCCC2CCNCC2)C=C1 (4-[2-(p-Methylsulphonylphenoxy)ethyl]piperidine). RXN SMILES: C(OC([N:8]1[CH2:13][CH2:12][CH:11]([CH2:14][CH2:15][OH:16])[CH2:10][CH2:9]1)=O)(C)(C)C.[CH3:17][S:18]([C:21]1[CH:26]=[CH:25][C:24](O)=[CH:23][CH:22]=1)(=[O:20])=[O:19]>>[CH3:17][S:18]([C:21]1[CH:26]=[CH:25][C:24]([O:16][CH2:15][CH2:14][CH:11]2[CH2:10][CH2:9][NH:8][CH2:13][CH2:12]2)=[CH:23][CH:22]=1)(=[O:20])=[O:19]. Reported procedure: The product is obtained according to the procedure of Preparation 1 using 2-(N-tert-butyloxycarbonyl-4-piperidyl)ethanol and p-methylsulphonylphenol in Step 1. Starting materials: C1CCN2C[C@@H]3C[C@H]([C@@H]2C1)CN4[C@@H]3CCCC4=O (Lupanine), [BH4-].[Na+] (NaBH4), II (I2), alcohol MeOH, [OH-].[OH-].[K+] (hydroxide KOH). The solvent is C1CCOC1 (THF), CCOCC (ether). Conditions: temperature 80 celsius, time 16 hour. Yields the product C1CCN2C[C@H]3C[C@@H]([C@H]2C1)CN4[C@H]3CCCC4 (Sparteine). The yield is 88.0%. As a reaction SMILES: [CH2:1]1[CH2:10][C@@H:9]2[N:4]([CH2:5][C@H:6]3[C@H:13]4[CH2:14][CH2:15][CH2:16][C:17](=O)[N:12]4[CH2:11][C@@H:8]2[CH2:7]3)[CH2:3][CH2:2]1.[BH4-].[Na+].II.[OH-].[OH-].[K+]>C1COCC1.CCOCC>[CH2:1]1[CH2:10][C@H:9]2[N:4]([CH2:5][C@@H:6]3[C@@H:13]4[CH2:14][CH2:15][CH2:16][CH2:17][N:12]4[CH2:11][C@H:8]2[CH2:7]3)[CH2:3][CH2:2]1 |f:1.2,4.5.6|. Procedure: To a solution of Lupanine (49.6 mg) in THF (3 mL) as ether was added NaBH4 (7.6 mg, 1.0 eq) and I2 (25.4 mg, 0.5 eq). The mixture was stirred at 80° C. for 16 hours and then cooled to room temperature. As alcohol MeOH (10 mL) was added and the mixture was subsequently poured into 50 mL of 5% aqueous alkaline hydroxide KOH. The resulting solution was extracted with Et2O (5×40 mL) as organic solvent, the organic extracts were dried over Na2SO4 and then concentrated to afford Sparteine as a colorle... Starting materials: N1N=C(C=C1)C1=CN(C=2N=CN=C(C21)N[C@@H](C)C2=NN1C(C(N2C2=CC=CC=C2)=O)=C(C=C1)C)COCC[Si](C)(C)C ((S)-2-(1-((5-(1H-Pyrazol-3-yl)-7-((2-(trimethylsilyl)ethoxy)methyl)-7H-pyrrolo[2,3-d]pyrimidin-4-yl)amino)ethyl)-5-methyl-3-phenylpyrrolo[2,1-f][1,2,4]triazin-4(3H)-one), COC=1C=C(N)C=C(C1)B1OC(C(O1)(C)C)(C)C (3-methoxy-5-(4,4,5,5-tetramethyl-1,3,2-dioxaborolan-2-yl)aniline), Cu(AcO)2, N1=CC=CC=C1 (pyridine), N1=CC=CC=C1 (pyridine), Cu(AcO)2, C([O-])([O-])=O.[K+].[K+] (potassium carbonate), ice water. Solvent: CN(C)C=O (DMF). Run at temperature 100 celsius, time 2 hour. Product: NC=1C=C(C=C(C1)OC)N1N=C(C=C1)C1=CN(C=2N=CN=C(C21)N[C@@H](C)C2=NN1C(C(N2C2=CC=CC=C2)=O)=C(C=C1)C)COCC[Si](C)(C)C ((S)-2-(1-((5-(1-(3-Amino-5-methoxyphenyl)-1H-pyrazol-3-yl)-7-((2-(trimethylsilyl)ethoxy)methyl)-7H-pyrrolo[2,3-d]pyrimidin-4-yl)amino)ethyl)-5-methyl-3-phenylpyrrolo[2,1-f][1,2,4]triazin-4(3H)-one). Isolated yield 14.0%. As a reaction SMILES: [NH:1]1[CH:5]=[CH:4][C:3]([C:6]2[C:14]3[C:13]([NH:15][C@H:16]([C:18]4[N:23]([C:24]5[CH:29]=[CH:28][CH:27]=[CH:26][CH:25]=5)[C:22](=[O:30])[C:21]5=[C:31]([CH3:34])[CH:32]=[CH:33][N:20]5[N:19]=4)[CH3:17])=[N:12][CH:11]=[N:10][C:9]=3[N:8]([CH2:35][O:36][CH2:37][CH2:38][Si:39]([CH3:42])([CH3:41])[CH3:40])[CH:7]=2)=[N:2]1.[CH3:43][O:44][C:45]1[CH:46]=[C:47]([CH:49]=[C:50](B2OC(C)(C)C(C)(C)O2)[CH:51]=1)[NH2:48].N1C=CC=CC=1.C(=O)([O-])[O-].[K+].[K+]>CN(C=O)C>[NH2:48][C:47]1[CH:49]=[C:50]([N:1]2[CH:5]=[CH:4][C:3]([C:6]3[C:14]4[C:13]([NH:15][C@H:16]([C:18]5[N:23]([C:24]6[CH:25]=[CH:26][CH:27]=[CH:28][CH:29]=6)[C:22](=[O:30])[C:21]6=[C:31]([CH3:34])[CH:32]=[CH:33][N:20]6[N:19]=5)[CH3:17])=[N:12][CH:11]=[N:10][C:9]=4[N:8]([CH2:35][O:36][CH2:37][CH2:38][Si:39]([CH3:40])([CH3:42])[CH3:41])[CH:7]=3)=[N:2]2)[CH:51]=[C:45]([O:44][CH3:43])[CH:46]=1 |f:3.4.5|. Reported procedure: (S)-2-(1-((5-(1H-Pyrazol-3-yl)-7-((2-(trimethylsilyl)ethoxy)methyl)-7H-pyrrolo[2,3-d]pyrimidin-4-yl)amino)ethyl)-5-methyl-3-phenylpyrrolo[2,1-f][1,2,4]triazin-4(3H)-one (67 mg, 0.12 mmol) was treated with 3-methoxy-5-(4,4,5,5-tetramethyl-1,3,2-dioxaborolan-2-yl)aniline (57 mg, 0.23 mmol), Cu(AcO)2 (32 mg, 0.18 mmol) and pyridine (20 μl, 0.25 mmol) in DMF (1.5 ml). The reaction mixture was submitted at vacuum-argon cycles and stirred at 100° C. under microwave conditions for 2 h. More pyridine an... RXN SMILES: C(OC([NH:8][CH2:9][C:10](O)=[O:11])=O)(C)(C)C.[NH:13]1[CH2:18][CH2:17][O:16][CH2:15][CH2:14]1.O.ON1C2C=CC=CC=2N=N1.[ClH:30].CN(CCCN=C=NCC)C.Cl>CN(C)C=O.ClCCl.C(O)C>[ClH:30].[NH2:8][CH2:9][C:10]([N:13]1[CH2:18][CH2:17][O:16][CH2:15][CH2:14]1)=[O:11] |f:2.3,4.5,10.11|. The solvent is CN(C=O)C (N,N-dimethylformamide), ClCCl (dichloromethane), C(C)O (ethanol). Procedure details: In N,N-dimethylformamide (100 ml), N-tert-butoxycarbonylglycine (2.00 g), morpholine (1.00 ml), 1-hydroxybenzotriazole monohydrate (1.74 g) and 1-(dimethylaminopropyl)-3-ethylcarbodiimide hydrochloride (2.84 g) were dissolved, followed by stirring overnight at room temperature. After concentration under reduced pressure, the residue was diluted with dichloromethane, washed with water and dried over anhydrous sodium sulfate. The residue obtained by distilling off the solvent under reduced pressur... Yields the product Cl.NCC(=O)N1CCOCC1 (4-(Aminoacetyl)morpholine hydrochloride). Starting materials: C(C)(C)(C)OC(=O)NCC(=O)O (N-tert-butoxycarbonylglycine), N1CCOCC1 (morpholine), O.ON1N=NC2=C1C=CC=C2 (1-hydroxybenzotriazole monohydrate), Cl.CN(C)CCCN=C=NCC (1-(dimethylaminopropyl)-3-ethylcarbodiimide hydrochloride), Cl (hydrochloride). Reaction conditions: time 8 hour.